From a dataset of the Open Reaction Database (ORD), a public repository of structured organic reaction records. describe an organic reaction: reactants, conditions, products, and yield Reactants: C[Si](C)(C)Cl, CCOC(=O)c1cc(C)n(C)n1, [Li]C, C1CCOC1. Product: CC(=O)c1cc(C)n(C)n1. RXN SMILES: [CH3:13][Si:14]([Cl:15])([CH3:16])[CH3:17].[CH3:1][n:2]1[n:3][c:4]([C:8]([O:10][CH2:9][CH3:11])=[O:12])[cH:5][c:6]1[CH3:7].[Li:18][CH3:19].[O:20]1[CH2:21][CH2:22][CH2:23][CH2:24]1>>[CH3:1][n:2]1[n:3][c:4]([C:8](=[O:10])[CH3:13])[cH:5][c:6]1[CH3:7]. Starting materials: Cl.BrC1=CN2C(S1)=NC(=C2)N (2-bromo-imidazo[2,1-b]thiazol-6-ylamine hydrochloride), C(C)(C)(C)OC(=O)NCC(=O)N1[C@@H](CCC1)C(=O)O ((S)-1-(2-tert-butoxycarbonylamino-acetyl)-pyrrolidine-2-carboxylic acid), C(C)(C)(C)OC(N[C@H](C(=O)N1[C@@H](CCC1)C(NC=1N=C2SC(=CN2C1)Br)=O)C1=CC=CC=C1)=O ((S,S) {2-[2-(2-bromo-imidazo[2,1-b]thiazol-6-ylcarbamoyl)-pyrrolidin-1-yl]-2-oxo-1-phenyl-ethyl}-carbamic acid tert-butyl ester). The product is C(C)(C)(C)OC(NCC(=O)N1[C@@H](CCC1)C(NC=1N=C2SC(=CN2C1)Br)=O)=O ((S)-{2-[2-(2-bromo-imidazo[2,1-b]thiazol-6-ylcarbamoyl)-pyrrolidin-1-yl]-2-oxo-ethyl}-carbamic acid tert-butyl ester). Yield: 46.0%. Reaction SMILES: Cl.BrC1SC2=NC(N)=CN2C=1.C(OC(NCC(N1CCC[C@H]1C(O)=O)=O)=O)(C)(C)C.[C:31]([O:35][C:36](=[O:64])[NH:37][C@@H:38](C1C=CC=CC=1)[C:39]([N:41]1[CH2:45][CH2:44][CH2:43][C@H:42]1[C:46](=[O:57])[NH:47][C:48]1[N:49]=[C:50]2[N:54]([CH:55]=1)[CH:53]=[C:52]([Br:56])[S:51]2)=[O:40])([CH3:34])([CH3:33])[CH3:32]>>[C:31]([O:35][C:36](=[O:64])[NH:37][CH2:38][C:39]([N:41]1[CH2:45][CH2:44][CH2:43][C@H:42]1[C:46](=[O:57])[NH:47][C:48]1[N:49]=[C:50]2[N:54]([CH:55]=1)[CH:53]=[C:52]([Br:56])[S:51]2)=[O:40])([CH3:34])([CH3:32])[CH3:33] |f:0.1|. Reported procedure: Compound 28 was synthesized from compound 11 (0.471 mmol) and compound 27 (0.707 mmol), following the procedure as described for compound 23, as an off-white solid in 46% yield. MS (ESI, EI+) m/z=471.99-474.01 (MH+). The reactants are O=C1CCCC=2OC=C(C21)C(=O)O (4-oxo-4,5,6,7-tetrahydrobenzo[b]furan-3-carboxylic acid), O.C1(=CC=C(C=C1)S(=O)(=O)O)C (p-toluenesulfonic acid hydrate). The solvent is CO (methanol). Yields the product O=C1CCCC2=C1C(=CO2)C(=O)OC (Methyl 4,5,6,7-tetrahydro-4-oxo-3-benzofurancarboxylate). The yield is 848.6%. Reaction SMILES: [O:1]=[C:2]1[C:10]2[C:9]([C:11]([OH:13])=[O:12])=[CH:8][O:7][C:6]=2[CH2:5][CH2:4][CH2:3]1.O.[C:15]1(C)C=CC(S(O)(=O)=O)=CC=1>CO>[O:1]=[C:2]1[C:10]2[C:9]([C:11]([O:13][CH3:15])=[O:12])=[CH:8][O:7][C:6]=2[CH2:5][CH2:4][CH2:3]1 |f:1.2|. Procedure: To a solution of 2.11 g of 4-oxo-4,5,6,7-tetrahydrobenzo[b]furan-3-carboxylic acid in 100 ml of methanol is added 202 mg of p-toluenesulfonic acid hydrate and the mixture heated at reflux for 24 hours. The reaction mixture is cooled to room temperature and the methanol concentrated in vacuo to a residue. The residue is dissolved in 100 ml of ethyl acetate and washed with 30 ml of saturated sodium bicarbonate and 30 ml of brine. The organic layer is dried with Na2SO4, filtered and the filtrate co... Starting materials: N1(CCCCC1)CC=1C=C(OCCCN)C=CC1 (3-[3-(Piperidinomethyl)phenoxy]propylamine), BrC1=NC(=CC=C1)OC (2-bromo-6-methoxypyridine). Reaction conditions: time 5 hour. Yield: 23.0%. Yields the product N1(CCCCC1)CC=1C=C(OCCCNC2=NC(=CC=C2)OC)C=CC1 (2-[3-[3-(Piperidinomethyl)phenoxy]propylamino]-6-methoxypyridine). Solvent: Cl (hydrochloric acid). Procedure details: 3-[3-(Piperidinomethyl)phenoxy]propylamine (14.90 g) and 2-bromo-6-methoxypyridine (5.64 g) were heated with stirring in an oil bath at 165°-170° C. for 5 hours. The reaction mixture was cooled, dissolved in dilute hydrochloric acid to pH 3-4, washed with ether (5 times), taken to pH 9-10 with dilute sodium hydroxide, extracted into ether (5 times). The pH was adjusted after each extraction. The latter ether extracts were combined, dried (MgSO4), evaporated under reduced pressure, and subjected ... RXN SMILES: [N:1]1([CH2:7][C:8]2[CH:9]=[C:10]([CH:16]=[CH:17][CH:18]=2)[O:11][CH2:12][CH2:13][CH2:14][NH2:15])[CH2:6][CH2:5][CH2:4][CH2:3][CH2:2]1.Br[C:20]1[CH:25]=[CH:24][CH:23]=[C:22]([O:26][CH3:27])[N:21]=1>Cl>[N:1]1([CH2:7][C:8]2[CH:9]=[C:10]([CH:16]=[CH:17][CH:18]=2)[O:11][CH2:12][CH2:13][CH2:14][NH:15][C:20]2[CH:25]=[CH:24][CH:23]=[C:22]([O:26][CH3:27])[N:21]=2)[CH2:6][CH2:5][CH2:4][CH2:3][CH2:2]1. Reactants: NC1=C(C=CC(=C1)OC)S(=O)(=O)NC=1C=CC=C2C=CC=NC12 (2-amino-4-methoxy-N-quinolin-8-yl-benzenesulfonamide), NC1=C(C=CC(=C1)OC)S(=O)(=O)NC=1C=CC=C2C=CC=NC12 (2-amino-4-methoxy-N-quinolin-8-yl-benzenesulfonamide), C(C)(C)(C)ON=O (tert-butylnitrite). The product is COC1=CC=C2S(NC3=C4N=CC=CC4=CC=C3C2=C1)(=O)=O (9-Methoxy-5H-6-thia-4,5-diaza-chrysene 6,6-dioxide). Isolated yield 12.5%. As a reaction SMILES: N[C:2]1[CH:7]=[C:6]([O:8][CH3:9])[CH:5]=[CH:4][C:3]=1[S:10]([NH:13][C:14]1[CH:15]=[CH:16][CH:17]=[C:18]2[C:23]=1[N:22]=[CH:21][CH:20]=[CH:19]2)(=[O:12])=[O:11].C(ON=O)(C)(C)C>>[CH3:9][O:8][C:6]1[CH:5]=[C:4]2[C:3]([S:10](=[O:12])(=[O:11])[NH:13][C:14]3[C:15]2=[CH:16][CH:17]=[C:18]2[C:23]=3[N:22]=[CH:21][CH:20]=[CH:19]2)=[CH:2][CH:7]=1. Procedure details: In a similar fashion using route 16 general procedure 36, 2-amino-4-methoxy-N-quinolin-8-yl-benzenesulfonamide (Example Compound 13) (60 mg, 0.18 mmol) and tert-butylnitrite (32 μl, 0.27 mmol) gave the title compound (7 mg, 10%) after purification by column chromatography with DCM as the eluent followed by a further column with heptane/EtOAC (9:1-0:1) gradient elution and then preparative HPLC (acidic conditions). The reactants are C(C)N1N=CC(=C1O)C(C1=C(C(=C(C=C1)S(=O)(=O)C)Cl)Cl)=O (1-ethyl-4-(2,3-dichloro-4-methylsulfonylbenzoyl)-5-hydroxypyrazole), N1CCOCC1 (morpholine). Run in O (water). Conditions: time 2 day. The product is C(C)N1N=CC(=C1O)C(C1=C(C(=C(C=C1)S(=O)(=O)C)N1CCOCC1)Cl)=O (1-Ethyl-4-(2-chloro-3-(morpholin-4-yl)-4-methylsulfonylbenzoyl)-5-hydroxypyrazole). RXN SMILES: [CH2:1]([N:3]1[C:7]([OH:8])=[C:6]([C:9](=[O:22])[C:10]2[CH:15]=[CH:14][C:13]([S:16]([CH3:19])(=[O:18])=[O:17])=[C:12](Cl)[C:11]=2[Cl:21])[CH:5]=[N:4]1)[CH3:2].[NH:23]1[CH2:28][CH2:27][O:26][CH2:25][CH2:24]1>O>[CH2:1]([N:3]1[C:7]([OH:8])=[C:6]([C:9](=[O:22])[C:10]2[CH:15]=[CH:14][C:13]([S:16]([CH3:19])(=[O:18])=[O:17])=[C:12]([N:23]3[CH2:28][CH2:27][O:26][CH2:25][CH2:24]3)[C:11]=2[Cl:21])[CH:5]=[N:4]1)[CH3:2]. Reported procedure: A solution of 1.5 g (4.1 mmol) of 1-ethyl-4-(2,3-dichloro-4-methylsulfonylbenzoyl)-5-hydroxypyrazole in 30 mL of morpholine was heated at 100° C. with stirring for 2 days. The reaction mixture was then diluted with water, washed with diethyl ether, and acidified with hydrochloric acid. The resulting solution was extracted with dichloromethane and the extract was concentrated by evaporation under reduced pressure. The resulting residue was recrystallized from ethanol/dichloromethane to obtain to ...